This data is from the Open Reaction Database (ORD), a public repository of structured organic reaction records. The task is: describe an organic reaction: reactants, conditions, products, and yield Reactants: CN1C(C(=CC(=C1)B1OC(C(O1)(C)C)(C)C)NC1=NC(=NC=C1)C)=O (1-methyl-3-(2-methylpyrimidin-4-ylamino)-5-(4,4,5,5-tetramethyl-1,3,2-dioxaborolan-2-yl)pyridin-2(1H)-one), ClC1=C(C(=NC=C1)N1C(C2=CC=3CC(CC3N2CC1)(C)C)=O)C=O (4-Chloro-2-{4,4-dimethyl-9-oxo-1,10-diazatricyclo[6.4.0.02,6]dodeca-2(6),7-dien-10-yl}pyridine-3-carbaldehyde), [O-]P(=O)([O-])[O-].[K+].[K+].[K+] (K3PO4), C(C)(=O)[O-].[Na+] (sodium acetate). The reagents and catalysts are C1=CC=C(C=C1)P([C-]2C=CC=C2)C3=CC=CC=C3.C1=CC=C(C=C1)P([C-]2C=CC=C2)C3=CC=CC=C3.Cl[Pd]Cl.[Fe+2] (1,1′-bis(diphenylphosphino)ferrocenedichloropalladium(II)). Solvent: O (water), C(C)#N (acetonitrile). Run at temperature 100 celsius. Yields the product CN1C=C(C=C(C1=O)NC1=NC(=NC=C1)C)C1=CC=NC(=C1C=O)N1C(C2=CC=3CC(CC3N2CC1)(C)C)=O (4-(1-Methyl-5-(2-methylpyrimidin-4-ylamino)-6-oxo-1,6-dihydropyridin-3-yl)-2-(4,4-dimethyl-9-oxo-1,10-diazatricyclo[6.4.0.02,6]dodeca-2(6),7-dien-10-yl)nicotinaldehyde). Yield: 57.3%. RXN SMILES: [CH3:1][N:2]1[CH:7]=[C:6](B2OC(C)(C)C(C)(C)O2)[CH:5]=[C:4]([NH:17][C:18]2[CH:23]=[CH:22][N:21]=[C:20]([CH3:24])[N:19]=2)[C:3]1=[O:25].Cl[C:27]1[CH:32]=[CH:31][N:30]=[C:29]([N:33]2[CH2:44][CH2:43][N:42]3[C:35](=[CH:36][C:37]4[CH2:38][C:39]([CH3:46])([CH3:45])[CH2:40][C:41]=43)[C:34]2=[O:47])[C:28]=1[CH:48]=[O:49].[O-]P([O-])([O-])=O.[K+].[K+].[K+].C([O-])(=O)C.[Na+]>C1C=CC(P(C2C=CC=CC=2)[C-]2C=CC=C2)=CC=1.C1C=CC(P(C2C=CC=CC=2)[C-]2C=CC=C2)=CC=1.Cl[Pd]Cl.[Fe+2].O.C(#N)C>[CH3:1][N:2]1[C:3](=[O:25])[C:4]([NH:17][C:18]2[CH:23]=[CH:22][N:21]=[C:20]([CH3:24])[N:19]=2)=[CH:5][C:6]([C:27]2[C:28]([CH:48]=[O:49])=[C:29]([N:33]3[CH2:44][CH2:43][N:42]4[C:35](=[CH:36][C:37]5[CH2:38][C:39]([CH3:45])([CH3:46])[CH2:40][C:41]=54)[C:34]3=[O:47])[N:30]=[CH:31][CH:32]=2)=[CH:7]1 |f:2.3.4.5,6.7,8.9.10.11|. Procedure details: A 50-mL round-bottomed flask equipped with a reflux condenser was charged with 1-methyl-3-(2-methylpyrimidin-4-ylamino)-5-(4,4,5,5-tetramethyl-1,3,2-dioxaborolan-2-yl)pyridin-2(1H)-one 213b (510 mg, 1.5 mmol), 4-chloro-2-{4,4-dimethyl-9-oxo-1,10-diazatricyclo[6.4.0.02,6]dodeca-2(6),7-dien-10-yl}pyridine-3-carbaldehyde 108a (343 mg, 1.0 mmol), K3PO4 (424 mg, 2.0 mmol), sodium acetate (272 mg, 2.0 mmol), 1,1′-bis(diphenylphosphino)ferrocenedichloropalladium(II) (40 mg, 0.044 mmol), acetonitrile (2... Reactants: O1CCOCC1 (1,4-dioxane), C(C1=CC=CC=C1)(=O)NC=1C(=CC2=C(C(C(C(O2)(C)C)Br)O)C1)[N+](=O)[O-] (6-(benzoylamino)-3-bromo-3,4-dihydro-2,2-dimethyl-7-nitro-2H-1-benzopyran-4-ol), [OH-].[Na+] (sodium hydroxide). Run in O (water), O (water). Run at time 1 hour. Product: C(C1=CC=CC=C1)(=O)NC=1C(=CC2=C(C3C(C(O2)(C)C)O3)C1)[N+](=O)[O-] (6-(benzoylamino)-3,4-epoxy-3,4-dihydro-2,2-dimethyl-7-nitro-2H-1-benzopyran). Isolated yield 81.5%. Reaction SMILES: O1CCOCC1.[C:7]([NH:15][C:16]1[C:17]([N+:30]([O-:32])=[O:31])=[CH:18][C:19]2[O:24][C:23]([CH3:26])([CH3:25])[CH:22](Br)[CH:21]([OH:28])[C:20]=2[CH:29]=1)(=[O:14])[C:8]1[CH:13]=[CH:12][CH:11]=[CH:10][CH:9]=1.[OH-].[Na+]>O>[C:7]([NH:15][C:16]1[C:17]([N+:30]([O-:32])=[O:31])=[CH:18][C:19]2[O:24][C:23]([CH3:26])([CH3:25])[CH:22]3[O:28][CH:21]3[C:20]=2[CH:29]=1)(=[O:14])[C:8]1[CH:13]=[CH:12][CH:11]=[CH:10][CH:9]=1 |f:2.3|. Procedure details: A mixed solution of a 1,4-dioxane (5 mL) and water (2.5 mL) in which a 6-(benzoylamino)-3-bromo-3,4-dihydro-2,2-dimethyl-7-nitro-2H-1-benzopyran-4-ol (III-1) (223 mg, 0.53 mmol) was dissolved was added with a sodium hydroxide (25.5 mg, 1.2 eq.) and stirred at room temperature for one hour. After the solution was diluted with water, the resulting mixture was extracted with an ethyl acetate and the organic layer was washed with an aqueous saturated sodium chloride solution, the layer was dried ove... Reactants: BrC1=C(C=C(N)C=C1)F (4-bromo-3-fluoroaniline), C1(=CC=CC=C1)C(C(=O)O)C(=O)O (2-phenylmalonic acid), O=P(Cl)(Cl)Cl (POCl3), [Al] (aluminum), C(Cl)Cl (DCM), ice, [NH4+].[OH-] (NH4OH). Yields the product BrC=1C=C2C(=C(C(=NC2=CC1F)Cl)C1=CC=CC=C1)Cl (6-Bromo-2,4-dichloro-7-fluoro-3-phenylquinoline). Reaction SMILES: [Br:1][C:2]1[CH:8]=[CH:7][C:5]([NH2:6])=[CH:4][C:3]=1[F:9].[C:10]1([CH:16]([C:20](O)=O)C(O)=O)[CH:15]=[CH:14][CH:13]=[CH:12][CH:11]=1.O=P(Cl)(Cl)[Cl:25].[Al].[NH4+].[OH-].[CH2:31]([Cl:33])Cl>>[Br:1][C:2]1[CH:8]=[C:7]2[C:5](=[CH:4][C:3]=1[F:9])[N:6]=[C:20]([Cl:25])[C:16]([C:10]1[CH:15]=[CH:14][CH:13]=[CH:12][CH:11]=1)=[C:31]2[Cl:33] |f:4.5|. Reported procedure: A mixture of 4-bromo-3-fluoroaniline (6.54 g, 34.4 mmol), 2-phenylmalonic acid (7.44 g, 41.3 mmol), and POCl3 (32.0 mL, 344 mmol) was stirred at reflux (130° C. aluminum block temperature) for 3 hours. The dark solution was then allowed to cool to room temperature and diluted with DCM (70 mL). This was treated with 100 mL ice and stirred on an ice bath for ˜5 min, and was then treated with 15 M NH4OH dropwise (6 mL) and removed from the ice bath. Stirring at room temperature caused the reaction ... The reactants are FC1=C(C=C2C=CC=NC2=C1)C(C)N (1-(7-fluoroquinolin-6-yl)ethanamine), BrC1=CN=C(C(=N1)NCC=1C=C2C=CC=NC2=CC1)N (6-Bromo-N2-(quinolin-6-ylmethyl)pyrazine-2,3-diamine). Product: BrC1=CN=C(C(=N1)NC(C)C=1C=C2C=CC=NC2=CC1F)N (6-Bromo-N2-(1-(7-fluoroquinolin-6-yl)ethyl)pyrazine-2,3-diamine). As a reaction SMILES: [F:1][C:2]1[CH:11]=[C:10]2[C:5]([CH:6]=[CH:7][CH:8]=[N:9]2)=[CH:4][C:3]=1[CH:12]([NH2:14])[CH3:13].[Br:15][C:16]1[N:21]=[C:20](NCC2C=C3C(=CC=2)N=CC=C3)[C:19]([NH2:34])=[N:18][CH:17]=1>>[Br:15][C:16]1[N:21]=[C:20]([NH:14][CH:12]([C:3]2[CH:4]=[C:5]3[C:10](=[CH:11][C:2]=2[F:1])[N:9]=[CH:8][CH:7]=[CH:6]3)[CH3:13])[C:19]([NH2:34])=[N:18][CH:17]=1. Reported procedure: The title compound was prepared as a white solid from 1-(7-fluoroquinolin-6-yl)ethanamine in analogy to the synthesis of compound 52.1. LCMS (method B): [MH]+=364, tR=2.38 min. Starting materials: CCOCC, [CH3], O=Cc1cnc(C(F)(F)F)nc1. Product: CC(O)c1cnc(C(F)(F)F)nc1. Reaction SMILES: [CH3:14][CH2:15][O:16][CH2:17][CH3:18].[CH3:1].[F:2][C:3]([c:4]1[n:5][cH:6][c:7]([CH:10]=[O:11])[cH:8][n:9]1)([F:12])[F:13]>>[F:2][C:3]([c:4]1[n:5][cH:6][c:7]([CH:10]([OH:11])[CH3:14])[cH:8][n:9]1)([F:12])[F:13].